From a dataset of the Open Reaction Database (ORD), a public repository of structured organic reaction records. describe an organic reaction: reactants, conditions, products, and yield Procedure details: 6.2 g of 4,4-dimethyl-6-(1-hydroxyethyl)chromane were dissolved in 3 ml of absolute ether and 20 ml of hexane and the solution was treated with 3 drops of pyridine. At a temperature of 0°-5° C. there was slowly added dropwise thereto a solution of 5.4 g of phosphorus tribromide in 20 ml of hexane. The mixture was stirred at 0° C. for a further 3 hours, poured onto ice and extracted with ether. The organic phase was washed with dilute sodium bicarbonate solution and water, dried over sodium sulph... Reagents/catalysts: N1=CC=CC=C1 (pyridine). The solvent is CCOCC (ether), CCCCCC (hexane), CCCCCC (hexane). Starting materials: CC1(CCOC2=CC=C(C=C12)C(C)O)C (4,4-dimethyl-6-(1-hydroxyethyl)chromane), P(Br)(Br)Br (phosphorus tribromide). Reaction conditions: temperature 0 celsius, time 3 hour. Isolated yield 83.8%. RXN SMILES: [CH3:1][C:2]1([CH3:15])[C:11]2[C:6](=[CH:7][CH:8]=[C:9]([CH:12](O)[CH3:13])[CH:10]=2)[O:5][CH2:4][CH2:3]1.P(Br)(Br)[Br:17]>CCOCC.N1C=CC=CC=1.CCCCCC>[CH3:1][C:2]1([CH3:15])[C:11]2[C:6](=[CH:7][CH:8]=[C:9]([CH:12]([Br:17])[CH3:13])[CH:10]=2)[O:5][CH2:4][CH2:3]1. Product: CC1(CCOC2=CC=C(C=C12)C(C)Br)C (4,4-dimethyl-6-(1-bromoethyl)chromane). Reactants: [Li+].[OH-] (LiOH), CCOC(=O)C (EtOAc), BrC1=C(C=CC=C1)C=1N=C(SC1)COC1=CC(=C(OCC(=O)OC)C=C1)C (Methyl 2-(4-((4-(2-bromophenyl)thiazol-2-yl)methoxy)-2-methylphenoxy)acetate), Cl (HCl). Run in O (H2O), C1CCOC1 (THF). Reaction conditions: time 1 hour. Product: BrC1=C(C=CC=C1)C=1N=C(SC1)COC1=CC(=C(OCC(=O)O)C=C1)C (2-(4-((4-(2-Bromophenyl)thiazol-2-yl)methoxy)-2-methylphenoxy)acetic acid). Reaction SMILES: [Br:1][C:2]1[CH:7]=[CH:6][CH:5]=[CH:4][C:3]=1[C:8]1[N:9]=[C:10]([CH2:13][O:14][C:15]2[CH:26]=[CH:25][C:18]([O:19][CH2:20][C:21]([O:23]C)=[O:22])=[C:17]([CH3:27])[CH:16]=2)[S:11][CH:12]=1.[Li+].[OH-].Cl.CCOC(C)=O>C1COCC1.O>[Br:1][C:2]1[CH:7]=[CH:6][CH:5]=[CH:4][C:3]=1[C:8]1[N:9]=[C:10]([CH2:13][O:14][C:15]2[CH:26]=[CH:25][C:18]([O:19][CH2:20][C:21]([OH:23])=[O:22])=[C:17]([CH3:27])[CH:16]=2)[S:11][CH:12]=1 |f:1.2|. Procedure: Methyl 2-(4-((4-(2-bromophenyl)thiazol-2-yl)methoxy)-2-methylphenoxy)acetate (20 mg, 0.04 mmol) is dissolved in THF (1 mL). A solution of 1 M LiOH in H2O (0.2 mL) is added, and the mixture is stirred for 1 h at rt. The mixture is acidified with 1 M HCl (0.25 mL); EtOAc (10 mL) is added and the organic layer is washed with brine (5 mL). The organic layer is dried (MgSO4), filtered, concentrated and purified on reverse phase HPLC (H2O/MeCN gradient) to afford the title compound A1 as a white solid... Starting materials: OC1=C(C=C(C(=O)O)C=C1)CO (4-hydroxy-3-(hydroxymethyl)-benzoic acid), C(CCCCC)=O (caproaldehyde), S(O)(O)(=O)=O (sulphuric acid). Run in C1=CC=CC=C1 (benzene). Run at time 5 hour. Product: C(CCCC)C1OCC2=C(O1)C=CC(=C2)C(=O)O (2-pentyl-1,3-benzodioxan-6-carboxylic acid). Yield: 46.8%. As a reaction SMILES: [OH:1][C:2]1[CH:10]=[CH:9][C:5]([C:6]([OH:8])=[O:7])=[CH:4][C:3]=1[CH2:11][OH:12].[CH:13](=O)[CH2:14][CH2:15][CH2:16][CH2:17][CH3:18].S(=O)(=O)(O)O>C1C=CC=CC=1>[CH2:14]([CH:13]1[O:1][C:2]2[CH:10]=[CH:9][C:5]([C:6]([OH:8])=[O:7])=[CH:4][C:3]=2[CH2:11][O:12]1)[CH2:15][CH2:16][CH2:17][CH3:18]. Procedure details: A mixture of 16.8 g of 4-hydroxy-3-(hydroxymethyl)-benzoic acid, 1000 ml of benzene, 15.0 g of caproaldehyde and 0.36 ml of concentrated sulphuric acid is boiled for 5 hours while stirring under a water separator. After cooling, the mixture is filtered. The filtrate is concentrated and the residue is boiled up with hexane. The insoluble material is dissolved in ether/hexane and stirred up in the cold with active carbon. The mixture is filtered, the filtrate is evaporated and the residue is boile... The reactants are ClCCl, COc1cc(SC)ccc1CO, CCCCCC, O=[Cr](=O)=O, c1ccncc1. Product: COc1cc(SC)ccc1C=O. Reaction SMILES: [CH2:23]([Cl:24])[Cl:25].[CH3:11][O:12][c:13]1[c:14]([CH2:21][OH:22])[cH:15][cH:16][c:17]([S:19][CH3:20])[cH:18]1.[CH3:26][CH2:27][CH2:28][CH2:29][CH2:30][CH3:31].[O:7]=[Cr:8](=[O:9])=[O:10].[cH:1]1[cH:2][cH:3][n:4][cH:5][cH:6]1>>[CH3:11][O:12][c:13]1[c:14]([CH:21]=[O:22])[cH:15][cH:16][c:17]([S:19][CH3:20])[cH:18]1.